From a dataset of the Open Reaction Database (ORD), a public repository of structured organic reaction records. describe an organic reaction: reactants, conditions, products, and yield Reactants: [BH4-], CCO, O=Cc1ccc(Cl)nc1, NCCCO, [Na+]. Yields the product OCCCNCc1ccc(Cl)nc1. As a reaction SMILES: [BH4-:15].[CH3:17][CH2:18][OH:19].[Cl:1][c:2]1[n:3][cH:4][c:5]([CH:6]=[O:7])[cH:8][cH:9]1.[NH2:10][CH2:11][CH2:12][CH2:13][OH:14].[Na+:16]>>[Cl:1][c:2]1[n:3][cH:4][c:5]([CH2:6][NH:10][CH2:11][CH2:12][CH2:13][OH:14])[cH:8][cH:9]1. The reactants are C(CCCO)O (1,4-butanediol), C(CCCCCCCCCCCCCCCCCCCCCCCCCCC)(=O)O (montanic acid), [Sn] (tin). Run at temperature 100 celsius. Product: C(CCCCCCCCCCCCCCCCCCCCCCCCCCC)(=O)OCCCCO (1,4-butanediol monomontanate). RXN SMILES: [CH2:1]([OH:6])[CH2:2][CH2:3][CH2:4][OH:5].[C:7](O)(=[O:35])[CH2:8][CH2:9][CH2:10][CH2:11][CH2:12][CH2:13][CH2:14][CH2:15][CH2:16][CH2:17][CH2:18][CH2:19][CH2:20][CH2:21][CH2:22][CH2:23][CH2:24][CH2:25][CH2:26][CH2:27][CH2:28][CH2:29][CH2:30][CH2:31][CH2:32][CH2:33][CH3:34].[Sn]>>[C:7]([O:5][CH2:4][CH2:3][CH2:2][CH2:1][OH:6])(=[O:35])[CH2:8][CH2:9][CH2:10][CH2:11][CH2:12][CH2:13][CH2:14][CH2:15][CH2:16][CH2:17][CH2:18][CH2:19][CH2:20][CH2:21][CH2:22][CH2:23][CH2:24][CH2:25][CH2:26][CH2:27][CH2:28][CH2:29][CH2:30][CH2:31][CH2:32][CH2:33][CH3:34] |^3:36|. Procedure details: 57.2 g 1,4-butanediol (0.636 mole), 254.2 g montanic acid and 0.4 g tin powder were heated to 210° C. as in Example 1 with application of a gentle vacuum. The vacuum was increased to 152 mbar over a period of 3 hours. The mixture had an acid value of 1.5. A brownish-yellow wax having a dropping point of 77° C. was obtained after cooling to 100° C., bleaching and filtering. Starting materials: [N+](=O)([O-])C1=C(C=CC=C1)N=NC1=C(C(=CC(=C1)C(C)(C)CC)C(C)(C)CC)O (2-nitro-2'-hydroxy-3',5'-di-tert-amylazobenzene), [N+](=O)([O-])C1=C(C=CC=C1)N=NC1=C(C=CC(=C1)C)O (2-nitro-2'-hydroxy-5'-methylazobenzene). Yields the product OC1=C(C=C(C=C1C(C)(C)CC)C(C)(C)CC)N1N=C2C(=N1)C=CC=C2 (2 -(2-Hydroxy-3,5-di-tert-amylphenyl)-2H-benzotriazole). As a reaction SMILES: [N+:1]([C:4]1[CH:9]=[CH:8][CH:7]=[CH:6][C:5]=1[N:10]=[N:11][C:12]1[CH:17]=[C:16]([C:18]([CH2:21][CH3:22])([CH3:20])[CH3:19])[CH:15]=[C:14]([C:23]([CH2:26][CH3:27])([CH3:25])[CH3:24])[C:13]=1[OH:28])([O-])=O.[N+](C1C=CC=CC=1N=NC1C=C(C)C=CC=1O)([O-])=O>>[OH:28][C:13]1[C:14]([C:23]([CH2:26][CH3:27])([CH3:25])[CH3:24])=[CH:15][C:16]([C:18]([CH2:21][CH3:22])([CH3:20])[CH3:19])=[CH:17][C:12]=1[N:11]1[N:10]=[C:5]2[CH:6]=[CH:7][CH:8]=[CH:9][C:4]2=[N:1]1. Reported procedure: When using the procedure of Example 1 an equivalent amount of 2-nitro-2'-hydroxy-3',5'-di-tert-amylazobenzene is substituted for 2-nitro-2'-hydroxy-5'-methylazobenzene, the above noted product is obtained. Reactants: C1(=CC=CC=C1)C=1N=C2N(C=CC=C2OCCCCN2C(SCC2=O)=O)C1 (3-[4-(2-phenylimidazo[1,2-a]pyridin-8-yloxy)butyl]thiazolidine-2,4-dione), C(CCC)=O (n-butyraldehyde), N1CCCCC1 (piperidine). Run in C(C)O (ethanol). Yields the product C(CCC)=C1C(N(C(S1)=O)CCCCOC=1C=2N(C=CC1)C=C(N2)C2=CC=CC=C2)=O (5-butylidene-3-[4-(2-phenyl-imidazo[1,2-a]-pyridin-8-yloxy)butyl]thiazolidine-2,4-dione). Reaction SMILES: [C:1]1([C:7]2[N:8]=[C:9]3[C:14]([O:15][CH2:16][CH2:17][CH2:18][CH2:19][N:20]4[C:24](=[O:25])[CH2:23][S:22][C:21]4=[O:26])=[CH:13][CH:12]=[CH:11][N:10]3[CH:27]=2)[CH:6]=[CH:5][CH:4]=[CH:3][CH:2]=1.[CH:28](=O)[CH2:29][CH2:30][CH3:31].N1CCCCC1>C(O)C>[CH:28](=[C:23]1[S:22][C:21](=[O:26])[N:20]([CH2:19][CH2:18][CH2:17][CH2:16][O:15][C:14]2[C:9]3[N:10]([CH:27]=[C:7]([C:1]4[CH:6]=[CH:5][CH:4]=[CH:3][CH:2]=4)[N:8]=3)[CH:11]=[CH:12][CH:13]=2)[C:24]1=[O:25])[CH2:29][CH2:30][CH3:31]. Procedure details: To a solution of 1.91 g (5.0 mmol) of 3-[4-(2-phenylimidazo[1,2-a]pyridin-8-yloxy)butyl]thiazolidine-2,4-dione and 0.45 ml (5.0 mmol) of n-butyraldehyde in 20 ml of ethanol, 0.05 ml (0.5 mmol) of piperidine was added, followed by refluxing for 2 hours. After the reaction mixture was cooled, the solvent was distilled off. The residue was dissolved in chloroform, washed with saturated aqueous sodium hydrogen carbonate and dried, after which the solvent was distilled off. The residue was purified b... The reactants are C1(CCCC1)N1CCN(CC1)C(=O)C=1C=C2C=C(NC2=CC1)C(=O)N1CCS(CC1)(=O)=O ([5-(4-Cyclopentyl-piperazine-1-carbonyl)-1H-indol-2-yl]-(1,1-dioxo-thiomorpholin-4-yl)-methanone), [H-].[Na+] (sodium hydride), CS(=O)(=O)OCC(F)(F)F (2,2,2-trifluoroethyl methanesulfonate). The solvent is CN(C=O)C (N,N-dimethylformamide). The product is C1(CCCC1)N1CCN(CC1)C(=O)C=1C=C2C=C(N(C2=CC1)CC(F)(F)F)C(=O)N1CCS(CC1)(=O)=O ([5-(4-Cyclopentyl-piperazine-1-carbonyl)-1-(2,2,2-trifluoro-ethyl)-1H-indol-2-yl]-(1,1-dioxo-thiomorpholin-4-yl)-methanone). The yield is 60.0%. As a reaction SMILES: [CH:1]1([N:6]2[CH2:11][CH2:10][N:9]([C:12]([C:14]3[CH:15]=[C:16]4[C:20](=[CH:21][CH:22]=3)[NH:19][C:18]([C:23]([N:25]3[CH2:30][CH2:29][S:28](=[O:32])(=[O:31])[CH2:27][CH2:26]3)=[O:24])=[CH:17]4)=[O:13])[CH2:8][CH2:7]2)[CH2:5][CH2:4][CH2:3][CH2:2]1.[H-].[Na+].CS(O[CH2:40][C:41]([F:44])([F:43])[F:42])(=O)=O>CN(C)C=O>[CH:1]1([N:6]2[CH2:7][CH2:8][N:9]([C:12]([C:14]3[CH:15]=[C:16]4[C:20](=[CH:21][CH:22]=3)[N:19]([CH2:40][C:41]([F:44])([F:43])[F:42])[C:18]([C:23]([N:25]3[CH2:30][CH2:29][S:28](=[O:31])(=[O:32])[CH2:27][CH2:26]3)=[O:24])=[CH:17]4)=[O:13])[CH2:10][CH2:11]2)[CH2:2][CH2:3][CH2:4][CH2:5]1 |f:1.2|. Procedure: The title compound was synthesized in analogy to example 51, from [5-(4-cyclopentyl-piperazine-1-carbonyl)-1H-indol-2-yl]-(1,1-dioxo-thiomorpholin-4-yl)-methanone (example 34), sodium hydride and 2,2,2-trifluoroethyl methanesulfonate in N,N-dimethylformamide, to give the desired product as a light yellow solid (60%). The reactants are C(C1=CC=CC=C1)OC(N(CC1=C(C=CC(=C1)C(F)(F)F)B1OC(C(O1)(C)C)(C)C)CC)=O (Ethyl-[2-(4,4,5,5-tetramethyl-[1,3,2]dioxaborolan-2-yl)-5-trifluoromethyl-benzyl]-carbamic acid benzyl ester), C(C)OC(CC=1C=NC(=C(C1)Br)OC)=O ((5-bromo-6-methoxy-pyridin-3-yl)-acetic acid ethyl ester). Product: C(C)OC(CC=1C=NC(=C(C1)C1=C(C=C(C=C1)C(F)(F)F)CN(CC)C(=O)OCC1=CC=CC=C1)OC)=O ((5-{2-[(N-benzyloxycarbonyl-N-ethyl-amino)-methyl]-4-trifluoromethyl-phenyl}-6-methoxy-pyridin-3-yl)-acetic acid ethyl ester). Reaction SMILES: [CH2:1]([O:8][C:9](=[O:33])[N:10]([CH2:31][CH3:32])[CH2:11][C:12]1[CH:17]=[C:16]([C:18]([F:21])([F:20])[F:19])[CH:15]=[CH:14][C:13]=1B1OC(C)(C)C(C)(C)O1)[C:2]1[CH:7]=[CH:6][CH:5]=[CH:4][CH:3]=1.[CH2:34]([O:36][C:37](=[O:48])[CH2:38][C:39]1[CH:40]=[N:41][C:42]([O:46][CH3:47])=[C:43](Br)[CH:44]=1)[CH3:35]>>[CH2:34]([O:36][C:37](=[O:48])[CH2:38][C:39]1[CH:40]=[N:41][C:42]([O:46][CH3:47])=[C:43]([C:13]2[CH:14]=[CH:15][C:16]([C:18]([F:20])([F:21])[F:19])=[CH:17][C:12]=2[CH2:11][N:10]([C:9]([O:8][CH2:1][C:2]2[CH:7]=[CH:6][CH:5]=[CH:4][CH:3]=2)=[O:33])[CH2:31][CH3:32])[CH:44]=1)[CH3:35]. Procedure details: Ethyl-[2-(4,4,5,5-tetramethyl-[1,3,2]dioxaborolan-2-yl)-5-trifluoromethyl-benzyl]-carbamic acid benzyl ester and (5-bromo-6-methoxy-pyridin-3-yl)-acetic acid ethyl ester were reacted as described in Example 3, Step 6 to provide (5-{2-[(N-benzyloxycarbonyl-N-ethyl-amino)-methyl]-4-trifluoromethyl-phenyl}-6-methoxy-pyridin-3-yl)-acetic acid ethyl ester. Reactants: OC1=C(C=C2C(=NC=NC2=C1)NC(=NCCC1N(CCC1)C)NC1=C(C=CC=C1C)C)OC (N-(7-hydroxy-6-methoxyquinazolin-4-yl)-N′-(2,6-dimethylphenyl)-N″-[2-(N-methylpyrrolidin-2-yl)ethyl]guanidine), C[Si](C)(C)C=[N+]=[N-] (trimethylsilyldiazomethane). Yields the product COC=1C=C2C(=NC=NC2=CC1OC)NC(=NCCC1N(CCC1)C)NC1=C(C=CC=C1C)C (N-(6,7-dimethoxyquinazolin-4-yl)-N′-(2,6-dimethylphenyl)-N″-[2-(N-methylpyrrolidin-2-yl)ethyl]guanidine). Reaction SMILES: [OH:1][C:2]1[CH:11]=[C:10]2[C:5]([C:6]([NH:12][C:13]([NH:23][C:24]3[C:29]([CH3:30])=[CH:28][CH:27]=[CH:26][C:25]=3[CH3:31])=[N:14][CH2:15][CH2:16][CH:17]3[CH2:21][CH2:20][CH2:19][N:18]3[CH3:22])=[N:7][CH:8]=[N:9]2)=[CH:4][C:3]=1[O:32][CH3:33].[CH3:34][Si](C=[N+]=[N-])(C)C>>[CH3:33][O:32][C:3]1[CH:4]=[C:5]2[C:10](=[CH:11][C:2]=1[O:1][CH3:34])[N:9]=[CH:8][N:7]=[C:6]2[NH:12][C:13]([NH:23][C:24]1[C:29]([CH3:30])=[CH:28][CH:27]=[CH:26][C:25]=1[CH3:31])=[N:14][CH2:15][CH2:16][CH:17]1[CH2:21][CH2:20][CH2:19][N:18]1[CH3:22]. Procedure: Using an analogous procedure to that described in Example 11. N-(7-hydroxy-6-methoxyquinazolin-4-yl)-N′-(2,6-dimethylphenyl)-N″-[2-(N-methylpyrrolidin-2-yl)ethyl]guanidine was reacted with trimethylsilyldiazomethane to give the title compound; NMR Spectrum: (DMSOd6, 100° C.) 1.65 (m, 3H), 1.68 (m, 1H), 1.8–1.96 (m, 2H), 2.07 (q, 1H), 2.15 (s, 3H), 2.32 (s, 6H), 2.32 (s, 6H), 2.79 (br t, 1H), 2.59 (m, 1H), 2.69 (m, 1H), 3.84 (s, 3H), 3.95 (s, 3H), 7.08 (s, 1H), 7.20 (m, 4H), 7.74 (s, 1H), 8.47 (s...